This data is from the Open Reaction Database (ORD), a public repository of structured organic reaction records. The task is: describe an organic reaction: reactants, conditions, products, and yield Reactants: [Br-], CC#N, [Li+], CCCCCCC(F)COS(=O)(=O)c1ccc(C)cc1. Product: CCCCCCC(F)CBr. Reaction SMILES: [Br-:1].[CH3:23][C:24]#[N:25].[Li+:2].[c:3]1([CH3:4])[cH:5][cH:6][c:7]([S:8]([O:9][CH2:13][CH:14]([CH2:15][CH2:16][CH2:17][CH2:18][CH2:19][CH3:20])[F:21])(=[O:10])=[O:11])[cH:12][cH:22]1>>[Br:1][CH2:13][CH:14]([CH2:15][CH2:16][CH2:17][CH2:18][CH2:19][CH3:20])[F:21]. Starting materials: COC(=O)CCCCCOc1ccc2nc(-c3ccccc3)n(-c3ccccc3)c2c1[N+](=O)[O-], CCO. Product: COC(=O)CCCCCOc1ccc2nc(-c3ccccc3)n(-c3ccccc3)c2c1N. RXN SMILES: [CH3:1][O:2][C:3]([CH2:4][CH2:5][CH2:6][CH2:7][CH2:8][O:9][c:10]1[cH:11][cH:12][c:13]2[c:14]([n:15](-[c:24]3[cH:25][cH:26][cH:27][cH:28][cH:29]3)[c:16](-[c:18]3[cH:19][cH:20][cH:21][cH:22][cH:23]3)[n:17]2)[c:30]1[N+:31]([O-:32])=[O:33])=[O:34].[CH3:35][CH2:36][OH:37]>>[CH3:1][O:2][C:3]([CH2:4][CH2:5][CH2:6][CH2:7][CH2:8][O:9][c:10]1[cH:11][cH:12][c:13]2[c:14]([n:15](-[c:24]3[cH:25][cH:26][cH:27][cH:28][cH:29]3)[c:16](-[c:18]3[cH:19][cH:20][cH:21][cH:22][cH:23]3)[n:17]2)[c:30]1[NH2:31])=[O:34].